Dataset: the Open Reaction Database (ORD), a public repository of structured organic reaction records. Task: describe an organic reaction: reactants, conditions, products, and yield Reactants: O=C([O-])[O-], Sc1ccc(Cl)c(Cl)c1, CN1CCCC1CCCl, [K+], [K+], CN(C)C=O. Product: CN1CCCC1CCSc1ccc(Cl)c(Cl)c1. RXN SMILES: [C:19](=[O:20])([O-:21])[O-:22].[Cl:10][c:11]1[cH:12][c:13]([SH:18])[cH:14][cH:15][c:16]1[Cl:17].[Cl:1][CH2:2][CH2:3][CH:4]1[N:5]([CH3:9])[CH2:6][CH2:7][CH2:8]1.[K+:23].[K+:24].[O:25]=[CH:26][N:27]([CH3:28])[CH3:29]>>[CH2:2]([CH2:3][CH:4]1[N:5]([CH3:9])[CH2:6][CH2:7][CH2:8]1)[S:18][c:13]1[cH:12][c:11]([Cl:10])[c:16]([Cl:17])[cH:15][cH:14]1. Starting materials: NC=1C(=NC=C(C1)C)O (3-amino-5-methylpyridin-2-ol), O=C1CCN(CC1)C(=O)OC(C)(C)C (tert-butyl 4-oxopiperidine-1-carboxylate), C(C)(=O)O[BH-](OC(C)=O)OC(C)=O.[Na+] (sodium triacetoxyborohydride), [OH-].[Na+] (sodium hydroxide). Solvent: O1CCCC1 (tetrahydrofuran), ClCCCl (1,2-dichloroethane), C(C)(=O)O (acetic acid). The product is OC1=NC=C(C=C1NC1CCN(CC1)C(=O)OC(C)(C)C)C (tert-butyl 4-[(2-hydroxy-5-methylpyridin-3-yl)amino]piperidine-1-carboxylate). Isolated yield 76.2%. As a reaction SMILES: [NH2:1][C:2]1[C:3]([OH:9])=[N:4][CH:5]=[C:6]([CH3:8])[CH:7]=1.O=[C:11]1[CH2:16][CH2:15][N:14]([C:17]([O:19][C:20]([CH3:23])([CH3:22])[CH3:21])=[O:18])[CH2:13][CH2:12]1.C(O[BH-](OC(=O)C)OC(=O)C)(=O)C.[Na+].[OH-].[Na+]>O1CCCC1.ClCCCl.C(O)(=O)C>[OH:9][C:3]1[C:2]([NH:1][CH:11]2[CH2:16][CH2:15][N:14]([C:17]([O:19][C:20]([CH3:23])([CH3:22])[CH3:21])=[O:18])[CH2:13][CH2:12]2)=[CH:7][C:6]([CH3:8])=[CH:5][N:4]=1 |f:2.3,4.5|. Reported procedure: At room temperature, to a mixed solvent solution of 3-amino-5-methylpyridin-2-ol (4.03 g) in tetrahydrofuran (50 ml) and 1,2-dichloroethane (50 ml) were added tert-butyl 4-oxopiperidine-1-carboxylate (13.04 g), sodium triacetoxyborohydride (13.87 g) and acetic acid (3.75 ml), followed by heating at reflux for 16 hours. After the temperature was brought back to room temperature, 1 N aqueous sodium hydroxide solution was added, and extracted with chloroform. The organic layer was washed with satur...